Dataset: the Open Reaction Database (ORD), a public repository of structured organic reaction records. Task: describe an organic reaction: reactants, conditions, products, and yield The reactants are ClC=1C=C(C(=C2CS(N(C21)CC)(=O)=O)N)F (7-chloro-1-ethyl-5-fluoro-1,3-dihydro-2,1-benzisothiazol-4-amine 2,2-dioxide), N(=O)[O-].[Na+] (NaNO2), [OH-].[Na+] (NaOH), Cl[Sn]Cl.O (SnCl2.H2O). Solvent: O (water), OS(=O)(=O)O (H2SO4), O (water), Cl (HCl). Reaction conditions: temperature 0 celsius, time 1 hour. Yields the product ClC1=CC(=C(C=2CS(N(C21)CC)(=O)=O)NN)F (7-Chloro-1-ethyl-5-fluoro-4-hydrazino-1,3-dihydro-2,1-benzisothiazole 2,2-dioxide). RXN SMILES: [Cl:1][C:2]1[CH:3]=[C:4]([F:16])[C:5]([NH2:15])=[C:6]2[C:10]=1[N:9]([CH2:11][CH3:12])[S:8](=[O:14])(=[O:13])[CH2:7]2.[N:17]([O-])=O.[Na+].Cl[Sn]Cl.O.[OH-].[Na+]>O.OS(O)(=O)=O.Cl>[Cl:1][C:2]1[C:10]2[N:9]([CH2:11][CH3:12])[S:8](=[O:14])(=[O:13])[CH2:7][C:6]=2[C:5]([NH:15][NH2:17])=[C:4]([F:16])[CH:3]=1 |f:1.2,3.4,5.6|. Reported procedure: To a suspension of 7-chloro-1-ethyl-5-fluoro-1,3-dihydro-2,1-benzisothiazol-4-amine 2,2-dioxide (0.5 g, 1.89 mmol) in water (3.1 mL) and H2SO4 (1.65 mL) at 0° was added NaNO2 (0.13 g, 1.89 mmol) in water (0.5 mL). The reaction mixture was stirred at 0° C for 1 h. A solution of SnCl2.H2O (0.85 g, 3.78 mmol) in conc. HCl (3.1 mL) was then added dropwise and the reaction mixture was stirred at room temperature for 12 h. Then 50% aqueous NaOH solution was added until the reaction mixture reached pH ... Product: CCNC(=O)c1ccc(-n2nnc(C(=O)NC3CC3)c2CCCF)cc1. RXN SMILES: [C:36](=[O:37])([O-:38])[OH:39].[CH2:27]([N:28]([S:29]([F:30])([F:31])[F:33])[CH2:32][CH3:34])[CH3:35].[CH:1]1([NH:4][C:5](=[O:6])[c:7]2[n:8][n:9][n:10](-[c:16]3[cH:17][cH:18][c:19]([C:22](=[O:23])[NH:24][CH2:25][CH3:26])[cH:20][cH:21]3)[c:11]2[CH2:12][CH2:13][CH2:14][OH:15])[CH2:2][CH2:3]1.[Cl:41][CH2:42][Cl:43].[Na+:40]>>[CH:1]1([NH:4][C:5](=[O:6])[c:7]2[n:8][n:9][n:10](-[c:16]3[cH:17][cH:18][c:19]([C:22](=[O:23])[NH:24][CH2:25][CH3:26])[cH:20][cH:21]3)[c:11]2[CH2:12][CH2:13][CH2:14][F:33])[CH2:2][CH2:3]1. Starting materials: O=C([O-])O, CCN(CC)S(F)(F)F, CCNC(=O)c1ccc(-n2nnc(C(=O)NC3CC3)c2CCCO)cc1, ClCCl, [Na+]. Starting materials: C1CCNCC1, Cc1[nH]c(C=O)c(C)c1C(=O)N1CCN(C)CC1, COc1cccc(-c2cccc3c2CC(=O)N3)c1, CCO. The product is COc1cccc(-c2cccc3c2C(=Cc2[nH]c(C)c(C(=O)N4CCN(C)CC4)c2C)C(=O)N3)c1. Reaction SMILES: [CH2:37]1[CH2:38][CH2:39][NH:40][CH2:41][CH2:42]1.[CH3:19][c:20]1[c:21]([CH:35]=[O:36])[nH:22][c:23]([CH3:34])[c:24]1[C:25](=[O:26])[N:27]1[CH2:28][CH2:29][N:30]([CH3:33])[CH2:31][CH2:32]1.[CH3:1][O:2][c:3]1[cH:4][c:5](-[c:9]2[c:10]3[c:14]([cH:15][cH:16][cH:17]2)[NH:13][C:12](=[O:18])[CH2:11]3)[cH:6][cH:7][cH:8]1.[CH3:43][CH2:44][OH:45]>>[CH3:1][O:2][c:3]1[cH:4][c:5](-[c:9]2[c:10]3[c:14]([cH:15][cH:16][cH:17]2)[NH:13][C:12](=[O:18])[C:11]3=[CH:35][c:21]2[c:20]([CH3:19])[c:24]([C:25](=[O:26])[N:27]3[CH2:28][CH2:29][N:30]([CH3:33])[CH2:31][CH2:32]3)[c:23]([CH3:34])[nH:22]2)[cH:6][cH:7][cH:8]1. The yield is 11.0%. Run at temperature 0 celsius. RXN SMILES: [CH2:1]=[CH:2][CH2:3][CH2:4][CH:5]=[CH:6][CH2:7][CH2:8][CH:9]=[CH:10][CH2:11][CH2:12][CH2:13][CH3:14].C([Mg]Cl)CCC.[C:21]([O:24][CH2:25][CH2:26]Br)(=[O:23])[CH3:22].Cl>[Ti](Cl)(Cl)(Cl)Cl>[CH3:14][CH2:13][CH2:12][CH2:11]/[CH:10]=[CH:9]\[CH2:8][CH2:7]/[CH:6]=[CH:5]\[CH2:4][CH2:3][CH2:2][CH2:1][CH2:26][CH2:25][O:24][C:21]([CH3:22])=[O:23]. Reactants: C(C)(=O)OCCBr (2-Bromoethyl acetate), Cl (HCl), C=CCCC=CCCC=CCCCC (1,5,9-Tetradecatriene), C(CCC)[Mg]Cl (n-butylmagnesium chloride), cuprous bromide. Procedure details: 1,5,9-Tetradecatriene (10 g, 0.052 mol), n-butylmagnesium chloride (24.8 mL of 2.5M in tetrahydrofuran; 0.062 mol) and titanium tetrachloride (0.52 g, 0.0027 mol) were stirred under an inert atmosphere at about 65° C. for about 4.5 hours. The reaction mixture was then cooled to 0° C. and cuprous bromide (0.14 g, 1.0 mmol) was added. 2-Bromoethyl acetate (6.9 mL, 0.063 mol) was then added dropwise and the mixture allowed to warm slowly to room temperature and stirred for several hours at room tem... Reagents/catalysts: [Ti](Cl)(Cl)(Cl)Cl (titanium tetrachloride). Yields the product CCCC/C=C\CC/C=C\CCCCCCOC(=O)C (gossyplure). The reactants are C(C)NC1=C(C=C(C=C1)OC)C1CC=2C=CC(=CC2CC1)O (6-(2-ethylamino-5-methoxyphenyl)-5,6,7,8-tetrahydronaphthalen-2-ol), C(C)NC1=C(C=C(C=C1)OC)C1CC=2C=CC(=CC2CC1)O (6-(2-ethylamino-5-methoxyphenyl)-5,6,7,8-tetrahydronaphthalen-2-ol), N1(CCCCCC1)CCOC1=CC=C(C=O)C=C1 (4-(2-azepan-1-ylethoxy)benzaldehyde). Yields the product N1(CCCCCC1)CCOC1=CC=C(CCCNC2=C(C=C(C=C2)OC)C2CC=3C=CC(=CC3CC2)O)C=C1 (6-{2-{[4-(2-Azepan-1-ylethoxy)benzyl]ethylamino}-5-methoxyphenyl}-5,6,7,8-tetrahydronaphthalen-2-ol). RXN SMILES: [CH2:1]([NH:3][C:4]1[CH:9]=[CH:8][C:7]([O:10][CH3:11])=[CH:6][C:5]=1[CH:12]1[CH2:21][CH2:20][C:19]2[CH:18]=[C:17]([OH:22])[CH:16]=[CH:15][C:14]=2[CH2:13]1)[CH3:2].[N:23]1([CH2:30][CH2:31][O:32][C:33]2[CH:40]=[CH:39][C:36]([CH:37]=O)=[CH:35][CH:34]=2)[CH2:29][CH2:28][CH2:27][CH2:26][CH2:25][CH2:24]1>>[N:23]1([CH2:30][CH2:31][O:32][C:33]2[CH:40]=[CH:39][C:36]([CH2:37][CH2:2][CH2:1][NH:3][C:4]3[CH:9]=[CH:8][C:7]([O:10][CH3:11])=[CH:6][C:5]=3[CH:12]3[CH2:21][CH2:20][C:19]4[CH:18]=[C:17]([OH:22])[CH:16]=[CH:15][C:14]=4[CH2:13]3)=[CH:35][CH:34]=2)[CH2:29][CH2:28][CH2:27][CH2:26][CH2:25][CH2:24]1. Reported procedure: Synthesized from 6-(2-ethylamino-5-methoxyphenyl)-5,6,7,8-tetrahydronaphthalen-2-ol according to an analogous synthetic method to Example 36, 6-(2-ethylamino-5-methoxyphenyl)-5,6,7,8-tetrahydronaphthalen-2-ol (40 mg) and 4-(2-azepan-1-ylethoxy)benzaldehyde (202 mg) were used according to an analogous synthetic method to Example 38 to provide the title compound (32 mg). The reactants are CC(C)(O)c1ccc(-c2cc(C(N)=O)c(Nc3cccc(C(=O)O)n3)s2)c(F)c1, NCC1CCO1, CN(C)C=O, O, On1nnc2ccccc21. The product is CC(C)(O)c1ccc(-c2cc(C(N)=O)c(Nc3cccc(C(=O)NCC4CCO4)n3)s2)c(F)c1. RXN SMILES: [NH2:1][C:2](=[O:3])[c:4]1[c:5]([NH:20][c:21]2[cH:22][cH:23][cH:24][c:25]([C:27](=[O:28])[OH:29])[n:26]2)[s:6][c:7](-[c:9]2[c:10]([F:19])[cH:11][c:12]([C:15]([CH3:16])([CH3:17])[OH:18])[cH:13][cH:14]2)[cH:8]1.[O:30]1[CH:31]([CH2:34][NH2:35])[CH2:32][CH2:33]1.[O:47]=[CH:48][N:49]([CH3:50])[CH3:51].[OH2:36].[OH:37][n:38]1[c:39]2[cH:40][cH:41][cH:42][cH:43][c:44]2[n:45][n:46]1>>[NH2:1][C:2](=[O:3])[c:4]1[c:5]([NH:20][c:21]2[cH:22][cH:23][cH:24][c:25]([C:27](=[O:29])[NH:35][CH2:34][CH:31]3[O:30][CH2:33][CH2:32]3)[n:26]2)[s:6][c:7](-[c:9]2[c:10]([F:19])[cH:11][c:12]([C:15]([CH3:16])([CH3:17])[OH:18])[cH:13][cH:14]2)[cH:8]1. The reactants are CCCCCCC(C)Oc1ccc(Br)cc1C#N, CCCCCCCCCCOc1ccc(B(O)O)cc1, [Na+], [Na+], O=C([O-])[O-], c1ccc(P(c2ccccc2)(c2ccccc2)[Pd](P(c2ccccc2)(c2ccccc2)c2ccccc2)(P(c2ccccc2)(c2ccccc2)c2ccccc2)P(c2ccccc2)(c2ccccc2)c2ccccc2)cc1. Product: CCCCCCCCCCOc1ccc(-c2ccc(OC(C)CCCCCC)c(C#N)c2)cc1. As a reaction SMILES: [Br:1][c:2]1[cH:3][cH:4][c:5]([O:10][CH:11]([CH2:12][CH2:13][CH2:14][CH2:15][CH2:16][CH3:17])[CH3:18])[c:6]([C:7]#[N:8])[cH:9]1.[CH2:19]([CH2:20][CH2:21][CH2:22][CH2:23][CH2:24][CH2:25][CH2:26][CH2:27][CH3:28])[O:29][c:30]1[cH:31][cH:32][c:33]([B:36]([OH:37])[OH:38])[cH:34][cH:35]1.[Na+:116].[Na+:117].[O-:118][C:119](=[O:120])[O-:121].[cH:39]1[cH:40][cH:41][c:42]([P:43]([Pd:44]([P:45]([c:46]2[cH:47][cH:48][cH:49][cH:50][cH:51]2)([c:52]2[cH:53][cH:54][cH:55][cH:56][cH:57]2)[c:58]2[cH:59][cH:60][cH:61][cH:62][cH:63]2)([P:64]([c:65]2[cH:66][cH:67][cH:68][cH:69][cH:70]2)([c:71]2[cH:72][cH:73][cH:74][cH:75][cH:76]2)[c:77]2[cH:78][cH:79][cH:80][cH:81][cH:82]2)[P:83]([c:84]2[cH:85][cH:86][cH:87][cH:88][cH:89]2)([c:90]2[cH:91][cH:92][cH:93][cH:94][cH:95]2)[c:96]2[cH:97][cH:98][cH:99][cH:100][cH:101]2)([c:102]2[cH:103][cH:104][cH:105][cH:106][cH:107]2)[c:108]2[cH:109][cH:110][cH:111][cH:112][cH:113]2)[cH:114][cH:115]1>>[c:2]1(-[c:33]2[cH:32][cH:31][c:30]([O:29][CH2:19][CH2:20][CH2:21][CH2:22][CH2:23][CH2:24][CH2:25][CH2:26][CH2:27][CH3:28])[cH:35][cH:34]2)[cH:3][cH:4][c:5]([O:10][CH:11]([CH2:12][CH2:13][CH2:14][CH2:15][CH2:16][CH3:17])[CH3:18])[c:6]([C:7]#[N:8])[cH:9]1. Reactants: COC(CC(=O)N1CCC(CC1)C1=CC(=C(C=C1)OC)OC1CCCC1)=O (3-[4-(3-cyclopentyloxy-4-methoxyphenyl)piperidin-1-yl]-3-oxo-propionic acid methyl ester), [OH-].[Li+] (lithium hydroxide). Run in C1CCOC1 (THF). The product is C1(CCCC1)OC=1C=C(C=CC1OC)C1CCN(CC1)C(CC(=O)O)=O (3-[4-(3-cyclopentyloxy-4-methoxyphenyl)piperidin-1-yl]-3-oxo-propionic acid). RXN SMILES: C[O:2][C:3](=[O:27])[CH2:4][C:5]([N:7]1[CH2:12][CH2:11][CH:10]([C:13]2[CH:18]=[CH:17][C:16]([O:19][CH3:20])=[C:15]([O:21][CH:22]3[CH2:26][CH2:25][CH2:24][CH2:23]3)[CH:14]=2)[CH2:9][CH2:8]1)=[O:6].[OH-].[Li+]>C1COCC1>[CH:22]1([O:21][C:15]2[CH:14]=[C:13]([CH:10]3[CH2:9][CH2:8][N:7]([C:5](=[O:6])[CH2:4][C:3]([OH:27])=[O:2])[CH2:12][CH2:11]3)[CH:18]=[CH:17][C:16]=2[O:19][CH3:20])[CH2:23][CH2:24][CH2:25][CH2:26]1 |f:1.2|. Procedure: In the same manner as Example, 8, 3-[4-(3-cyclopentyloxy-4-methoxyphenyl)piperidin-1-yl]-3-oxo-propionic acid methyl ester (6.7 mmol, 2.5 g), aqueous lithium hydroxide (1.0M; 8.4 mmol, 8.4 mL) in THF (70 mL) afforded the title compound as an off-white solid, mp=122°-123° C. (6.0 mmol, 2.16 g, 89%). Reactants: F\C(\C=O)=C(/C)\C1=CC=2C(CCC(C2C=C1OCCC)(C)C)(C)C ((E)-2-fluoro-3-(5,5,8,8-tetramethyl-3-propoxy-5,6,7,8-tetrahydro-naphthalen-2-yl)-but-2-enal), F\C(\C=O)=C(/C)\C1=CC=2C(CCC(C2C=C1OCCC)(C)C)(C)C ((E)-2-fluoro-3-(5,5,8,8-tetramethyl-3-propoxy-5,6,7,8-tetrahydro-naphthalen-2-yl)-but-2-enal), [OH-].[Na+] (NaOH), CC(=O)C (acetone). Reaction conditions: time 40 minute. Product: F/C(/C=C/C(C)=O)=C(\C)/C1=CC=2C(CCC(C2C=C1OCCC)(C)C)(C)C ((3E, 5E)-5-Fluoro-6-(5,5,8,8-tetramethyl-3-propoxy-5,6,7,8-tetrahydro-naphthalen-2-yl)-hepta-3,5-dien-2-one). As a reaction SMILES: [F:1]/[C:2](=[C:5](/[C:7]1[C:16]([O:17][CH2:18][CH2:19][CH3:20])=[CH:15][C:14]2[C:13]([CH3:22])([CH3:21])[CH2:12][CH2:11][C:10]([CH3:24])([CH3:23])[C:9]=2[CH:8]=1)\[CH3:6])/[CH:3]=O.[OH-].[Na+].[CH3:27][C:28]([CH3:30])=[O:29]>>[F:1]/[C:2](=[C:5](/[C:7]1[C:16]([O:17][CH2:18][CH2:19][CH3:20])=[CH:15][C:14]2[C:13]([CH3:22])([CH3:21])[CH2:12][CH2:11][C:10]([CH3:23])([CH3:24])[C:9]=2[CH:8]=1)\[CH3:6])/[CH:3]=[CH:27]/[C:28](=[O:29])[CH3:30] |f:1.2|. Procedure details: To a solution of (E)-2-fluoro-3-(5,5,8,8-tetramethyl-3-propoxy-5,6,7,8-tetrahydro-naphthalen-2-yl)-but-2-enal (Intermediate 8, 208 mg, 0.63 mmol) in acetone (2 mL) was added 1M NaOH (2 mL) at 0° C. The mixture was stirred for 40 min, quenched with 2M H2SO4 (2 mL), and was stirred for 10 min. The mixture was then extracted with Et2O (×3). The combined organic layer was washed successively with brine, NaHCO3, brine, was dried over Na2SO4 and concentrated in vacuo. The residue was purified by flash...